This data is from the Open Reaction Database (ORD), a public repository of structured organic reaction records. The task is: describe an organic reaction: reactants, conditions, products, and yield The reactants are C(C)(C)(C)C1=C(OC2=C(C=CC=C2)N)C=CC=C1 (2-(2-tert-Butylphenoxy)benzenamine), C(=S)(C=1NC=CN1)C=1NC=CN1 (thiocarbonyl diimidazole). As a reaction SMILES: [C:1]([C:5]1[CH:18]=[CH:17][CH:16]=[CH:15][C:6]=1[O:7][C:8]1[CH:13]=[CH:12][CH:11]=[CH:10][C:9]=1[NH2:14])([CH3:4])([CH3:3])[CH3:2].[C:19](C1NC=CN=1)(C1NC=CN=1)=[S:20]>C(Cl)Cl>[C:1]([C:5]1[CH:18]=[CH:17][CH:16]=[CH:15][C:6]=1[O:7][C:8]1[CH:13]=[CH:12][CH:11]=[CH:10][C:9]=1[N:14]=[C:19]=[S:20])([CH3:4])([CH3:2])[CH3:3]. Yields the product C(C)(C)(C)C1=C(C=CC=C1)OC1=C(C=CC=C1)N=C=S (1-tert-Butyl-2-(2-isothiocyanatophenoxy)benzene). Run in C(Cl)Cl (DCM), C(Cl)Cl (DCM). Run at temperature 0 celsius, time 1 hour. Procedure details: A solution of 135a (14.48 mg, 0.0600 mmol) in anhydrous DCM (1.0 ml) was added dropwise to a cold solution of thiocarbonyl diimidazole (21.39 mg, 0.1200 mmol) in anhydrous DCM (0.50 ml). The reaction was stirred at 0° C. for 1 h and then warmed to rt with stirring for 2 h. The mixture was concentrated down to afford crude 135b which was taken directly onto the next step without purification. Reactants: ( Z ), O=C(/C(=C/C1=CC=C(C=C1)OC)/CSC(C)=O)NCCC(=O)OCC1=CC=CC=C1 (benzyl N-(Z)-[1-oxo-2-(acetylthiomethyl)-3-(4-methoxyphenyl)propenyl]-β-alaninate), B(F)(F)F.CCOCC (boron trifluoride etherate). The solvent is C(Cl)Cl (methylene chloride). Yields the product O=C(/C(=C\C1=CC=C(C=C1)OC)/CSC(C)=O)NCCC(=O)OCC1=CC=CC=C1 (benzyl N-(E)-[1-oxo-2-(acetylthiomethyl)-3-(4-methoxyphenyl)propenyl]-β-alaninate). RXN SMILES: [O:1]=[C:2]([NH:18][CH2:19][CH2:20][C:21]([O:23][CH2:24][C:25]1[CH:30]=[CH:29][CH:28]=[CH:27][CH:26]=1)=[O:22])/[C:3](/[CH2:13][S:14][C:15](=[O:17])[CH3:16])=[CH:4]/[C:5]1[CH:10]=[CH:9][C:8]([O:11][CH3:12])=[CH:7][CH:6]=1.B(F)(F)F.CCOCC>C(Cl)Cl>[O:1]=[C:2]([NH:18][CH2:19][CH2:20][C:21]([O:23][CH2:24][C:25]1[CH:26]=[CH:27][CH:28]=[CH:29][CH:30]=1)=[O:22])/[C:3](/[CH2:13][S:14][C:15](=[O:17])[CH3:16])=[CH:4]\[C:5]1[CH:6]=[CH:7][C:8]([O:11][CH3:12])=[CH:9][CH:10]=1 |f:1.2|. Procedure: 4.93 g (11.5 mmol) of the (Z) diester obtained in Example 17 (step D) are dissolved in 100 ml of methylene chloride which has been passed over basic alumina. The solution is irradiated for 2.5 h using a Hanovia TQ 150 lamp after having added dropwise 1.53 ml of boron trifluoride etherate solution (11.5 mmol). The solution is then washed with 1N hydrochloric acid solution (twice 80 ml), with saturated sodium hydrogen carbonate solution (twice 80 ml) and is dried over magnesium sulphate. After fil... The reactants are FC(C(=O)O)(F)F (Trifluoroacetic acid), ClC=1C(=C(NC2=NC=NC3=CC(=C(C=C23)O[C@H]2C[C@H](N(C2)C(=O)OC(C)(C)C)C(N(C)C)=O)OC)C=CC1)F (4-(3-chloro-2-fluoroanilino)-6-[(2S,4S)-1-(tert-butoxycarbonyl)-2-(N,N-dimethylcarbamoyl)pyrrolidin-4-yloxy]-7-methoxyquinazoline). Solvent: C(Cl)Cl (methylene chloride). Run at time 2 hour. Product: ClC=1C(=C(NC2=NC=NC3=CC(=C(C=C23)O[C@H]2C[C@H](NC2)C(N(C)C)=O)OC)C=CC1)F (4-(3-Chloro-2-fluoroanilino)-6-[(2S,4S)-2-(N,N-dimethylcarbamoyl)pyrrolidin-4-yloxy]-7-methoxyquinazoline). RXN SMILES: FC(F)(F)C(O)=O.[Cl:8][C:9]1[C:10]([F:46])=[C:11]([CH:43]=[CH:44][CH:45]=1)[NH:12][C:13]1[C:22]2[C:17](=[CH:18][C:19]([O:41][CH3:42])=[C:20]([O:23][C@@H:24]3[CH2:28][N:27](C(OC(C)(C)C)=O)[C@H:26]([C:36](=[O:40])[N:37]([CH3:39])[CH3:38])[CH2:25]3)[CH:21]=2)[N:16]=[CH:15][N:14]=1>C(Cl)Cl>[Cl:8][C:9]1[C:10]([F:46])=[C:11]([CH:43]=[CH:44][CH:45]=1)[NH:12][C:13]1[C:22]2[C:17](=[CH:18][C:19]([O:41][CH3:42])=[C:20]([O:23][C@@H:24]3[CH2:28][NH:27][C@H:26]([C:36](=[O:40])[N:37]([CH3:39])[CH3:38])[CH2:25]3)[CH:21]=2)[N:16]=[CH:15][N:14]=1. Procedure: Trifluoroacetic acid (5 ml) was added to a solution of 4-(3-chloro-2-fluoroanilino)-6-[(2S,4S)-1-(tert-butoxycarbonyl)-2-(N,N-dimethylcarbamoyl)pyrrolidin-4-yloxy]-7-methoxyquinazoline (0.17 g) in methylene chloride (10 ml) and the reaction mixture was stirred at ambient temperature for 2 hours. The reaction mixture was evaporated under vacuum and the residue dissolved in methanol (saturated with ammonia)/methylene chloride, adsorbed onto silica and purified by column chromatography eluting with... The reactants are C(C)OP(=O)(OCC)CC(=O)O (diethylphosphonoacetic acid), NC=1C2=C(N=CN1)N(C=C2C2=CC=C(C=C2)OC2=CC=CC=C2)C2CCC(CC2)=O (4-[4-amino-5-(4-phenoxyphenyl)-7H-pyrrolo[2,3-d]pyrimidin-7-yl]cyclohexanone), C(C)(C)NC(C)C (diisopropylamine), [Li]CCCC (n-BuLi). The solvent is O1CCCC1 (tetrahydrofuran), O1CCCC1 (tetrahydrofuran), O1CCCC1 (tetrahydrofuran), O1CCCC1 (tetrahydrofuran). Conditions: time 20 minute. Product: NC=1C2=C(N=CN1)N(C=C2C2=CC=C(C=C2)OC2=CC=CC=C2)C2CCC(CC2)=CC(=O)O (2-{4-[4-amino-5-(4-phenoxyphenyl)-7H-pyrrolo[2,3-d]pyrimidin-7-yl]cyclohexyliden}acetic acid). Yield: 70.7%. As a reaction SMILES: C(NC(C)C)(C)C.[Li]CCCC.C(OP([CH2:21][C:22]([OH:24])=[O:23])(OCC)=O)C.[NH2:25][C:26]1[C:27]2[C:34]([C:35]3[CH:40]=[CH:39][C:38]([O:41][C:42]4[CH:47]=[CH:46][CH:45]=[CH:44][CH:43]=4)=[CH:37][CH:36]=3)=[CH:33][N:32]([CH:48]3[CH2:53][CH2:52][C:51](=O)[CH2:50][CH2:49]3)[C:28]=2[N:29]=[CH:30][N:31]=1>O1CCCC1>[NH2:25][C:26]1[C:27]2[C:34]([C:35]3[CH:36]=[CH:37][C:38]([O:41][C:42]4[CH:47]=[CH:46][CH:45]=[CH:44][CH:43]=4)=[CH:39][CH:40]=3)=[CH:33][N:32]([CH:48]3[CH2:53][CH2:52][C:51](=[CH:21][C:22]([OH:24])=[O:23])[CH2:50][CH2:49]3)[C:28]=2[N:29]=[CH:30][N:31]=1. Procedure: A solution of diisopropylamine (1.40 g, 13.82 mmol) in tetrahydrofuran (60 mL) was added into a solution of 2.2 M n-BuLi (6.29 mL, 13.82 mmol) in tetrahydrofuran (20 mL) at −78° C. A solution of diethylphosphonoacetic acid (1.29 g, 6.59 mmol) in tetrahydrofuran (60 mL) was added at −78° C. under the atmosphere of nitrogen. The mixture was kept at −78° C. for 20 minutes and allowed to warm up to ambient temperature. The mixture was then transferred into a suspension of 4-[4-amino-5-(4-phenoxyphen...